From a dataset of the Open Reaction Database (ORD), a public repository of structured organic reaction records. describe an organic reaction: reactants, conditions, products, and yield Starting materials: three, C1(=CC=CC=C1)C=C1N2CCC(C1=O)CC2 (2-phenylmethylene-1-azabicyclo[2.2.2]octan-3-one), COC1=C(CN)C=CC=C1 (2-methoxybenzylamine), C12(C(=O)CC(CC1)C2(C)C)CS(=O)(=O)O ((+)camphor sulfonic acid). Run in C1(=CC=CC=C1)C (toluene). Run at temperature 116 celsius. Yields the product COC1=C(C=CC=C1)CN=C1C(N2CCC1CC2)=CC2=CC=CC=C2 (N-[(2-methoxyphenyl)methyl]-2-phenylmethylene-1-azabicyclo[2.2.2]octan-3-imine). RXN SMILES: [C:1]1([CH:7]=[C:8]2[C:13](=O)[CH:12]3[CH2:15][CH2:16][N:9]2[CH2:10][CH2:11]3)[CH:6]=[CH:5][CH:4]=[CH:3][CH:2]=1.[CH3:17][O:18][C:19]1[CH:26]=[CH:25][CH:24]=[CH:23][C:20]=1[CH2:21][NH2:22].C12(CS(O)(=O)=O)C(C)(C)C(CC1)CC2=O>C1(C)C=CC=CC=1>[CH3:17][O:18][C:19]1[CH:26]=[CH:25][CH:24]=[CH:23][C:20]=1[CH2:21][N:22]=[C:13]1[CH:12]2[CH2:15][CH2:16][N:9]([CH2:10][CH2:11]2)[C:8]1=[CH:7][C:1]1[CH:6]=[CH:5][CH:4]=[CH:3][CH:2]=1. Reported procedure: To a 12 L three neck round bottom flask (3nrbf) fitted with mechanical stirrer, thermometer, condenser, and Dean Stark trap, was charged 5.9 L toluene, 791.8 g (3.7 moles) of 2-phenylmethylene-1-azabicyclo[2.2.2]octan-3-one, 764 g (5.6 moles, 1.5 equivalents) 2-methoxybenzylamine, and 8.8 g (0.039 moles) (+)camphor sulfonic acid. The solution was heated to reflux (116° C.) and refluxed for 42 hours. A total of 75 ml water was collected in the Dean Stark trap showing that the reaction was proceed... Starting materials: FC(C=1C=C(C=C(C1)C(F)(F)F)[C@H](C)O[C@H]1[C@@H]([C@H](CC1)N)C1=CC=CC=C1)(F)F (1-(R)-(1-(S)-(3,5-Bis(trifluoromethyl)phenyl)ethoxy)-2-(R)-phenyl-3-(S)-aminocyclopentane), ICC(=O)N (iodoacetamide). The product is FC(C=1C=C(C=C(C1)C(F)(F)F)[C@H](C)O[C@H]1[C@@H]([C@H](CC1)NCC(=O)N)C1=CC=CC=C1)(F)F (1-(R)-(1-(S)-(3,5-Bis(trifluoromethyl)phenyl)ethoxy)-2-(R)-phenyl-3-(S)-(aminocarbonylmethylamino)cyclopentane). Reaction SMILES: [F:1][C:2]([F:29])([F:28])[C:3]1[CH:4]=[C:5]([C@@H:13]([O:15][C@@H:16]2[CH2:20][CH2:19][C@H:18]([NH2:21])[C@H:17]2[C:22]2[CH:27]=[CH:26][CH:25]=[CH:24][CH:23]=2)[CH3:14])[CH:6]=[C:7]([C:9]([F:12])([F:11])[F:10])[CH:8]=1.I[CH2:31][C:32]([NH2:34])=[O:33]>>[F:1][C:2]([F:28])([F:29])[C:3]1[CH:4]=[C:5]([C@@H:13]([O:15][C@@H:16]2[CH2:20][CH2:19][C@H:18]([NH:21][CH2:31][C:32]([NH2:34])=[O:33])[C@H:17]2[C:22]2[CH:27]=[CH:26][CH:25]=[CH:24][CH:23]=2)[CH3:14])[CH:6]=[C:7]([C:9]([F:12])([F:11])[F:10])[CH:8]=1. Reported procedure: The title compound was prepared using the amine from Example 27 and iodoacetamide using essentially the same procedure as Example 10. Mass spec (NH3 /CI): 475 (M+1). The reactants are O=C(n1ccnc1)n1ccnc1, CC1(C)Cc2cc(C(=O)O)ccc2NC1c1cccc(-c2ccc(S(C)(=O)=O)cc2)c1, CN(C)C=O, NS(=O)(=O)C1CC1, [H-], [Na+]. Yields the product CC1(C)Cc2cc(C(=O)NS(=O)(=O)C3CC3)ccc2NC1c1cccc(-c2ccc(S(C)(=O)=O)cc2)c1. Reaction SMILES: [C:41]([n:42]1[cH:43][cH:44][n:45][cH:46]1)([n:47]1[cH:48][cH:49][n:50][cH:51]1)=[O:52].[CH3:10][S:11](=[O:12])(=[O:13])[c:14]1[cH:15][cH:16][c:17](-[c:20]2[cH:21][c:22]([CH:26]3[NH:27][c:28]4[cH:29][cH:30][c:31]([C:38](=[O:39])[OH:40])[cH:32][c:33]4[CH2:34][C:35]3([CH3:36])[CH3:37])[cH:23][cH:24][cH:25]2)[cH:18][cH:19]1.[CH3:53][N:54]([CH3:55])[CH:56]=[O:57].[CH:3]1([S:6](=[O:7])(=[O:8])[NH2:9])[CH2:4][CH2:5]1.[H-:1].[Na+:2]>>[CH:3]1([S:6](=[O:7])(=[O:8])[NH:9][C:38]([c:31]2[cH:30][cH:29][c:28]3[c:33]([cH:32]2)[CH2:34][C:35]([CH3:36])([CH3:37])[CH:26]([c:22]2[cH:21][c:20](-[c:17]4[cH:16][cH:15][c:14]([S:11]([CH3:10])(=[O:12])=[O:13])[cH:19][cH:18]4)[cH:25][cH:24][cH:23]2)[NH:27]3)=[O:39])[CH2:4][CH2:5]1. The reactants are CC=1N=C2C(=NC1SCC1=NC=CC=C1)N=CC=C2 (2-methyl-3-(2-pyridylmethylthio)pyrido[2,3-b]pyrazine), ClC1=CC(=CC=C1)C(=O)OO (m-chloroperbenzoic acid), C(=O)(O)[O-].[Na+] (NaHCO3). Solvent: C(Cl)(Cl)Cl (chloroform). Yields the product CC=1N=C2C(=NC1S(=O)CC1=NC=CC=C1)N=CC=C2 (2-methyl-3-(2-pyridylmethylsulfinyl)-pyrido[2,3-b]pyrazine). Yield: 28.3%. Reaction SMILES: [CH3:1][C:2]1[N:3]=[C:4]2[CH:19]=[CH:18][CH:17]=[N:16][C:5]2=[N:6][C:7]=1[S:8][CH2:9][C:10]1[CH:15]=[CH:14][CH:13]=[CH:12][N:11]=1.ClC1C=CC=C(C(OO)=[O:28])C=1.C([O-])(O)=O.[Na+]>C(Cl)(Cl)Cl>[CH3:1][C:2]1[N:3]=[C:4]2[CH:19]=[CH:18][CH:17]=[N:16][C:5]2=[N:6][C:7]=1[S:8]([CH2:9][C:10]1[CH:15]=[CH:14][CH:13]=[CH:12][N:11]=1)=[O:28] |f:2.3|. Reported procedure: In 14 ml of chloroform was dissolved 1.4 g of 2-methyl-3-(2-pyridylmethylthio)pyrido[2,3-b]pyrazine. To the solution under chilling with ice was added portionwise 1.1 g of m-chloroperbenzoic acid (purity: 80%). The reaction mixture was then left to have room temperature, and poured into saturated aqueous NaHCO3 solution. The aqueous mixture was extracted with chloroform. The chloroform layer was washed with water and saturated aqueous sodium chloride solution, and dried over sodium sulfate. The ...